From a dataset of the Open Reaction Database (ORD), a public repository of structured organic reaction records. describe an organic reaction: reactants, conditions, products, and yield Reactants: FC1=CC=C(COC2=CC=C(C=C2)C=CC(=O)O)C=C1 (3-[4-(4-fluoro-benzyloxy)-phenyl]-acrylic acid), CN (methylamine). Reaction SMILES: [F:1][C:2]1[CH:20]=[CH:19][C:5]([CH2:6][O:7][C:8]2[CH:13]=[CH:12][C:11]([CH:14]=[CH:15][C:16](O)=[O:17])=[CH:10][CH:9]=2)=[CH:4][CH:3]=1.[CH3:21][NH2:22]>>[F:1][C:2]1[CH:20]=[CH:19][C:5]([CH2:6][O:7][C:8]2[CH:13]=[CH:12][C:11]([CH:14]=[CH:15][C:16]([NH:22][CH3:21])=[O:17])=[CH:10][CH:9]=2)=[CH:4][CH:3]=1. Yields the product FC1=CC=C(COC2=CC=C(C=C2)C=CC(=O)NC)C=C1 (3-[4-(4-Fluoro-benzyloxy)-phenyl]-N-methyl-acrylamide). Reported procedure: The title compound is prepared in analogy to example 12 b) from 3-[4-(4-fluoro-benzyloxy)-phenyl]-acrylic acid and methylamine. Yield=21%. Colorless solid. MS: m/e=286.0 (M++H). The yield is 21.0%. Reaction SMILES: [CH:1]1[C:10]2[C:9]3[CH:11]=[CH:12][CH:13]=[CH:14][C:8]=3[CH:7]([C:15]([O:17]C)=[O:16])[S:6][C:5]=2[CH:4]=[CH:3][CH:2]=1>[OH-].[K+].Cl>[CH:1]1[C:10]2[C:9]3[CH:11]=[CH:12][CH:13]=[CH:14][C:8]=3[CH:7]([C:15]([OH:17])=[O:16])[S:6][C:5]=2[CH:4]=[CH:3][CH:2]=1 |f:1.2|. The product is C1=CC=CC=2SC(C3=C(C21)C=CC=C3)C(=O)O (6H-dibenzo[b,d]thiopyran-6-carboxylic acid). Procedure: 6H-dibenzo[b,d]thiopyran-6-carboxylic acid, methyl ester (4.1 g; 0.016 mol) was dissolved in N/5 methanolic KOH (50 ml) and the solution was heated at reflux for 4 hours. The solution was cooled and poured in diluted HCl and extracted with chloroform. The extracts were dried over Na2SO4 and concentrated. The residue was solidified in n.pentane to give 6H-dibenzo[b,d]thiopyran-6-carboxylic acid; (3 g; yield 77%); m.p. 156°-159° C. The solvent is [OH-].[K+] (KOH), Cl (HCl). Yield: 77.0%. The reactants are C1=CC=CC=2SC(C3=C(C21)C=CC=C3)C(=O)OC (6H-dibenzo[b,d]thiopyran-6-carboxylic acid, methyl ester). Reactants: CO, COc1ccccc1C(=O)C(F)(F)F. Yields the product COc1ccccc1C(O)C(F)(F)F. Reaction SMILES: [CH3:15][OH:16].[F:1][C:2]([C:3](=[O:4])[c:5]1[c:6]([O:11][CH3:12])[cH:7][cH:8][cH:9][cH:10]1)([F:13])[F:14]>>[F:1][C:2]([CH:3]([OH:4])[c:5]1[c:6]([O:11][CH3:12])[cH:7][cH:8][cH:9][cH:10]1)([F:13])[F:14].